Dataset: the Open Reaction Database (ORD), a public repository of structured organic reaction records. Task: describe an organic reaction: reactants, conditions, products, and yield Solvent: C(C)O (ethanol), C(C)O (ethanol). The reactants are [N+](=O)([O-])C1=CC=C(COC(=O)C=2C(C(=C(NC2C)C)C(=O)OC)C2=C(C=CC=C2)[N+](=O)[O-])C=C1 (2,6-dimethyl-3-methoxycarbonyl-4-(2'-nitrophenyl)-1,4-dihydropyridine-5-carboxylic acid 4-nitrobenzyl ester). RXN SMILES: [N+:1]([C:4]1[CH:34]=[CH:33][C:7]([CH2:8][O:9][C:10]([C:12]2[CH:13]([C:24]3[CH:29]=[CH:28][CH:27]=[CH:26][C:25]=3[N+:30]([O-:32])=[O:31])[C:14]([C:20]([O:22]C)=O)=C(C)[NH:16][C:17]=2[CH3:18])=[O:11])=[CH:6][CH:5]=1)([O-:3])=[O:2]>C(O)C>[CH3:8][O:9][C:10]([CH2:12][C:20](/[CH:14]=[CH:13]/[C:24]1[C:25]([N+:30]([O-:32])=[O:31])=[CH:26][CH:27]=[CH:28][CH:29]=1)=[O:22])=[O:11].[N+:1]([C:4]1[CH:34]=[CH:33][C:7]([CH2:8][O:9][C:10](=[O:11])/[CH:12]=[C:17](\[NH2:16])/[CH3:18])=[CH:6][CH:5]=1)([O-:3])=[O:2]. Procedure: Analogously to Example 1 heating a solution of 75 mmols of 2'-nitrobenzylideneacetoacetic acid methyl ester and 75 mmols of β-aminocrotonic acid 4-nitrobenzyl ester in 120 ml of ethanol gave 2,6-dimethyl-3-methoxycarbonyl-4-(2'-nitrophenyl)-1,4-dihydropyridine-5-carboxylic acid 4-nitrobenzyl ester of melting point 156° C (from ethanol). Yields the product COC(=O)CC(=O)/C=C/C1=CC=CC=C1[N+](=O)[O-] (2'-nitrobenzylideneacetoacetic acid methyl ester), [N+](=O)([O-])C1=CC=C(COC(\C=C(\C)/N)=O)C=C1 (β-aminocrotonic acid 4-nitrobenzyl ester). Reactants: COC=1C=C2C(=CC=NC2=CC1OC)OC=1C=C2C=CC=C(C2=CC1)C(=O)O (6-(6,7-Dimethoxyquinolin-4-yloxy)-1-naphthoic acid), Cl.CN(CCCN=C=NCC)C (1-(3-dimethylaminopropyl)-3-ethylcarbodiimide hydrochloride), C1=CC2=C(N=C1)N(N=N2)O (HOAT), CN(CCN)C (N,N-dimethylethylenediamine), CCN(C(C)C)C(C)C (Hunig's base). Solvent: CN(C)C=O (DMF), CN(C)C=O (DMF). Conditions: time 15 minute. Product: COC=1C=C2C(=CC=NC2=CC1OC)OC=1C=C2C=CC=C(C2=CC1)C(=O)NCCN(C)C (6-((6,7-bis(methoxy)-4-quinolinyl)oxy)-N-(2-(dimethylamino)ethyl)-1-naphthalenecarboxamide). Reaction SMILES: [CH3:1][O:2][C:3]1[CH:4]=[C:5]2[C:10](=[CH:11][C:12]=1[O:13][CH3:14])[N:9]=[CH:8][CH:7]=[C:6]2[O:15][C:16]1[CH:17]=[C:18]2[C:23](=[CH:24][CH:25]=1)[C:22]([C:26]([OH:28])=O)=[CH:21][CH:20]=[CH:19]2.Cl.CN(C)CCCN=C=NCC.C1C=NC2N(O)N=NC=2C=1.[CH3:51][N:52]([CH3:56])[CH2:53][CH2:54][NH2:55].CCN(C(C)C)C(C)C>CN(C=O)C>[CH3:1][O:2][C:3]1[CH:4]=[C:5]2[C:10](=[CH:11][C:12]=1[O:13][CH3:14])[N:9]=[CH:8][CH:7]=[C:6]2[O:15][C:16]1[CH:17]=[C:18]2[C:23](=[CH:24][CH:25]=1)[C:22]([C:26]([NH:55][CH2:54][CH2:53][N:52]([CH3:56])[CH3:51])=[O:28])=[CH:21][CH:20]=[CH:19]2 |f:1.2|. Reported procedure: 6-(6,7-Dimethoxyquinolin-4-yloxy)-1-naphthoic acid (80 mg, 0.213 mmol), 1-(3-dimethylaminopropyl)-3-ethylcarbodiimide hydrochloride (61 mg, 0.32 mmol) and HOAT (29 mg, 0.213 mmol) were added to a reaction tube, then dissolved in DMF (0.6 mL). A solution of N,N-dimethylethylenediamine (23 mg, 0.256 mmol) in DMF (0.6 mL) was added to the reaction, followed by Hunig's base (75 mg, 0.581 mmol). The mixture became yellow and clear within 15 min and was stirred at RT for 16 h. The mixture was concentr...